This data is from the Open Reaction Database (ORD), a public repository of structured organic reaction records. The task is: describe an organic reaction: reactants, conditions, products, and yield Procedure: A mixture of 75 g (238 mmol) of 2-(2-nitrophenyl)-9,9-dimethyl-9H-fluorene and 290.3 ml (1669 mmol) of triethyl phosphite is heated under reflux for 12 h. The triethyl phosphite which remains is subsequently removed by distillation (72-76° C./9 mm Hg). Water/MeOH (1:1) is added to the residue, and the solid is filtered off and recrystallised. Yield: 61.3 g (216 mmol), 92%. RXN SMILES: [N+:1]([C:4]1[CH:9]=[CH:8][CH:7]=[CH:6][C:5]=1[C:10]1[CH:22]=[CH:21][C:20]2[C:19]3[C:14](=[CH:15][CH:16]=[CH:17][CH:18]=3)[C:13]([CH3:24])([CH3:23])[C:12]=2[CH:11]=1)([O-])=O.P(OCC)(OCC)OCC>>[CH3:23][C:13]1([CH3:24])[C:12]2[CH:11]=[C:10]3[C:5]4[C:4]([NH:1][C:22]3=[CH:21][C:20]=2[C:19]2[CH:18]=[CH:17][CH:16]=[CH:15][C:14]1=2)=[CH:9][CH:8]=[CH:7][CH:6]=4. Yields the product CC1(C=2C=CC=CC2C=2C=C3C(=CC12)C1=CC=CC=C1N3)C (12,12-Dimethyl-6,12-dihydro-6-azaindeno[1,2-b]fluorene). The reactants are [N+](=O)([O-])C1=C(C=CC=C1)C1=CC=2C(C3=CC=CC=C3C2C=C1)(C)C (2-(2-nitrophenyl)-9,9-dimethyl-9H-fluorene), P(OCC)(OCC)OCC (triethyl phosphite). Starting materials: O=[N+]([O-])c1ccc2c(c1)NCCC2, NN. Yields the product Nc1ccc2c(c1)NCCC2. As a reaction SMILES: [N+:1]([O-:2])(=[O:3])[c:4]1[cH:5][cH:6][c:7]2[c:12]([cH:13]1)[NH:11][CH2:10][CH2:9][CH2:8]2.[NH2:14][NH2:15]>>[NH2:1][c:4]1[cH:5][cH:6][c:7]2[c:12]([cH:13]1)[NH:11][CH2:10][CH2:9][CH2:8]2.